Dataset: the Open Reaction Database (ORD), a public repository of structured organic reaction records. Task: describe an organic reaction: reactants, conditions, products, and yield Run at temperature -40 celsius, time 10 minute. Reactants: O (water), CCN(CC)CCOC=1C=CC(=CC1)/C(=C(\C=2C=CC=CC2)/Cl)/C=3C=CC=CC3 (Clomiphene), C1CCO1 (trimethylene oxide), C(C)(C)(C)[Li] (t-butyl lithium). Yields the product CCN(CC)CCOC1=CC=C(C=C1)/C(=C(/CCCO)\C2=CC=CC=C2)/C3=CC=CC=C3 (Hydroxymethyl-N,N-Diethyl Tamoxifen). Procedure details: Clomiphene (3.8 g, 9.3 mmol) was dissolved in tetrahydrofuran (50 ml), cooled to -40° C. and then treated with t-butyl lithium (1M in pentane, 20 mmol). After 10 minutes, trimethylene oxide (6 ml, 93 mmol) was added, the mixture stirred for 16 hours at room temperature, and then poured into water. The product was extracted with ether and chromatographed on a silica gel column using 1:1:0.1 ether/petroleum ether/triethylamine as eluant to yield purified trans-product (1 g, 25%), m.p. 93°-95° C. a... Reaction SMILES: [CH3:1][CH2:2][N:3]([CH2:6][CH2:7][O:8][C:9]1[CH:10]=[CH:11][C:12](/[C:15](/[C:24]2[CH:25]=[CH:26][CH:27]=[CH:28][CH:29]=2)=[C:16](/Cl)\[C:17]2[CH:18]=[CH:19][CH:20]=[CH:21][CH:22]=2)=[CH:13][CH:14]=1)[CH2:4][CH3:5].C([Li])(C)(C)C.[CH2:35]1[O:38][CH2:37][CH2:36]1.O>O1CCCC1>[CH3:1][CH2:2][N:3]([CH2:6][CH2:7][O:8][C:9]1[CH:10]=[CH:11][C:12](/[C:15](/[C:24]2[CH:25]=[CH:26][CH:27]=[CH:28][CH:29]=2)=[C:16](\[C:17]2[CH:18]=[CH:19][CH:20]=[CH:21][CH:22]=2)/[CH2:35][CH2:36][CH2:37][OH:38])=[CH:13][CH:14]=1)[CH2:4][CH3:5]. Run in O1CCCC1 (tetrahydrofuran).